describe an organic reaction: reactants, conditions, products, and yield From a dataset of the Open Reaction Database (ORD), a public repository of structured organic reaction records. Reactants: CCCCN, CCCCN=C(NCCSCc1nc[nH]c1C)NCCSCc1nc[nH]c1C, CCO. Product: CN=C(NCCSCc1nc[nH]c1C)NCCSCc1nc[nH]c1C. As a reaction SMILES: [CH2:29]([NH2:30])[CH2:31][CH2:32][CH3:33].[CH3:1][c:2]1[c:3]([CH2:7][S:8][CH2:9][CH2:10][NH:11][C:12](=[N:13][CH2:14][CH2:15][CH2:16][CH3:17])[NH:18][CH2:19][CH2:20][S:21][CH2:22][c:23]2[n:24][cH:25][nH:26][c:27]2[CH3:28])[n:4][cH:5][nH:6]1.[CH3:34][CH2:35][OH:36]>>[CH3:1][c:2]1[c:3]([CH2:7][S:8][CH2:9][CH2:10][NH:11][C:12](=[N:13][CH3:14])[NH:18][CH2:19][CH2:20][S:21][CH2:22][c:23]2[n:24][cH:25][nH:26][c:27]2[CH3:28])[n:4][cH:5][nH:6]1. Reactants: ClC=1C=CC2=C(CCC=3C(=NC=CC3)C2=C2CCN(CC2)C)C1 (8-chloro-6,11-dihydro-11-(1-methyl-4-piperidylidene)-5H-benzo[5,6]cyclohepta[1,2-b]pyridine), N#CBr (cyanogen bromide). Run in C1=CC=CC=C1 (benzene), C1=CC=CC=C1 (benzene). Run at time 20 hour. Yields the product ClC=1C=CC2=C(CCC=3C(=NC=CC3)C2=C2CCN(CC2)C#N)C1 (8-chloro-6,11-dihydro-11-(1-cyano-4-piperidylidene)-5H-benzo[5,6]cyclohepta[1,2-b]pyridine). Reaction SMILES: [Cl:1][C:2]1[CH:3]=[CH:4][C:5]2[C:15](=[C:16]3[CH2:21][CH2:20][N:19]([CH3:22])[CH2:18][CH2:17]3)[C:10]3=[N:11][CH:12]=[CH:13][CH:14]=[C:9]3[CH2:8][CH2:7][C:6]=2[CH:23]=1.[N:24]#CBr>C1C=CC=CC=1>[Cl:1][C:2]1[CH:3]=[CH:4][C:5]2[C:15](=[C:16]3[CH2:17][CH2:18][N:19]([C:22]#[N:24])[CH2:20][CH2:21]3)[C:10]3=[N:11][CH:12]=[CH:13][CH:14]=[C:9]3[CH2:8][CH2:7][C:6]=2[CH:23]=1. Procedure: Dissolve 16.2 grams (0.05 mole) of 8-chloro-6,11-dihydro-11-(1-methyl-4-piperidylidene)-5H-benzo[5,6]cyclohepta[1,2-b]pyridine (prepared by the methods described in U.S. Pat. No. 3,326,924) in 300 mL of dry benzene. To this solution, add slowly under nitrogen a solution of cyanogen bromide (6.4 g) dissolved in 75 mL of benzene. Allow this mixture to stir at room temperature overnight (approximately 20 hours). Solvent: C(C)(C)(C)O (t-butanol), CCOC(=O)C (EtOAc). The reactants are NC1=NN(C=C1C#N)C1=C(C(=CC=C1)N1C(C2=CC=C(C=C2C=N1)C(C)(C)C)=O)CO (3-amino-1-(3-(6-tert-butyl-1-oxophthalazin-2(1H)-yl)-2-(hydroxymethyl)phenyl)-1H-pyrazole-4-carbonitrile), BrC1=CC=C(C=C1)C(C)=O (1-(4-bromophenyl)ethanone), CC(C)C1=CC(=C(C(=C1)C(C)C)C2=C(C=CC(=C2P(C3CCCCC3)C4CCCCC4)OC)OC)C(C)C (2-(DICYCLOHEXYLPHOSPHINO)-3,6-DIMETHOXY-2′-4′-6′-TRI-I-PROPYL-1,1′-BIPHENYL), C([O-])([O-])=O.[Cs+].[Cs+] (cesium carbonate). Reaction SMILES: [NH2:1][C:2]1[C:6]([C:7]#[N:8])=[CH:5][N:4]([C:9]2[CH:14]=[CH:13][CH:12]=[C:11]([N:15]3[N:24]=[CH:23][C:22]4[C:17](=[CH:18][CH:19]=[C:20]([C:25]([CH3:28])([CH3:27])[CH3:26])[CH:21]=4)[C:16]3=[O:29])[C:10]=2[CH2:30][OH:31])[N:3]=1.Br[C:33]1[CH:38]=[CH:37][C:36]([C:39](=[O:41])[CH3:40])=[CH:35][CH:34]=1.CC(C1C=C(C(C)C)C(C2C(P(C3CCCCC3)C3CCCCC3)=C(OC)C=CC=2OC)=C(C(C)C)C=1)C.C(=O)([O-])[O-].[Cs+].[Cs+]>C(O)(C)(C)C.CCOC(C)=O.C1C=CC(/C=C/C(/C=C/C2C=CC=CC=2)=O)=CC=1.C1C=CC(/C=C/C(/C=C/C2C=CC=CC=2)=O)=CC=1.C1C=CC(/C=C/C(/C=C/C2C=CC=CC=2)=O)=CC=1.[Pd].[Pd]>[C:39]([C:36]1[CH:37]=[CH:38][C:33]([NH:1][C:2]2[C:6]([C:7]#[N:8])=[CH:5][N:4]([C:9]3[CH:14]=[CH:13][CH:12]=[C:11]([N:15]4[N:24]=[CH:23][C:22]5[C:17](=[CH:18][CH:19]=[C:20]([C:25]([CH3:26])([CH3:27])[CH3:28])[CH:21]=5)[C:16]4=[O:29])[C:10]=3[CH2:30][OH:31])[N:3]=2)=[CH:34][CH:35]=1)(=[O:41])[CH3:40] |f:3.4.5,8.9.10.11.12|. Yield: 62.1%. Conditions: time 5 minute. Procedure details: To a 5 mL microwave reaction vial were introduced 3-amino-1-(3-(6-tert-butyl-1-oxophthalazin-2(1H)-yl)-2-(hydroxymethyl)phenyl)-1H-pyrazole-4-carbonitrile (50 mg, 0.121 mmol), 1-(4-bromophenyl)ethanone (29 mg, 0.145 mmol), Pd2(dba)3 (7.7 mg, 0.008 mmol), 2-(DICYCLOHEXYLPHOSPHINO)-3,6-DIMETHOXY-2′-4′-6′-TRI-I-PROPYL-1,1′-BIPHENYL (Brett-Phos) (9.1 mg, 0.017 mmol), cesium carbonate (59 mg, 0.181 mmol) and suspended in t-butanol (1.5 mL). The reaction vessel was inerted three times by alternating v... Reagents/catalysts: C=1C=CC(=CC1)/C=C/C(=O)/C=C/C2=CC=CC=C2.C=1C=CC(=CC1)/C=C/C(=O)/C=C/C2=CC=CC=C2.C=1C=CC(=CC1)/C=C/C(=O)/C=C/C2=CC=CC=C2.[Pd].[Pd] (Pd2(dba)3). Product: C(C)(=O)C1=CC=C(C=C1)NC1=NN(C=C1C#N)C1=C(C(=CC=C1)N1C(C2=CC=C(C=C2C=N1)C(C)(C)C)=O)CO (3-(4-Acetyl-phenylamino)-1-[3-(6-tert-butyl-1-oxo-1H-phthalazin-2-yl)-2-hydroxymethyl-phenyl]-1H-pyrazole-4-carbonitrile). Reactants: ClC=1C=C(C=CC1)CCCN(C(NC=1SC(=CN1)SCC(=O)O)=O)[C@@H]1CC[C@H](CC1)C ({2-[-3-[3-(3-chloro-phenyl)-propyl]-3-(trans-4-methyl-cyclohexyl)-ureido]-thiazol-5-ylsulfanyl}-acetic acid), ClC1=CC=C(C=C1)CCCC(=O)O (4-(4-chloro-phenyl)-butyric acid), C(C)OC(CSC1=CN=C(S1)N)=O ((2-aminothiazol-5-ylsulfanyl)acetic acid ethyl ester). The product is ClC1=CC=C(C=C1)CCCCN(C(NC=1SC(=CN1)SCC(=O)O)=O)[C@@H]1CC[C@H](CC1)C ({2-[3-[4-(4-Chloro-phenyl)-butyl]-3-(trans-4-methyl-cyclohexyl)-ureido]-thiazol-5-ylsulfanyl}-acetic acid). RXN SMILES: [Cl:1][C:2]1[CH:3]=[C:4]([CH2:8][CH2:9][CH2:10][N:11]([C@H:25]2[CH2:30][CH2:29][C@H:28]([CH3:31])[CH2:27][CH2:26]2)[C:12](=[O:24])[NH:13][C:14]2[S:15][C:16]([S:19][CH2:20][C:21]([OH:23])=[O:22])=[CH:17][N:18]=2)[CH:5]=[CH:6][CH:7]=1.Cl[C:33]1C=CC(CCCC(O)=O)=CC=1.C(OC(=O)CSC1SC(N)=NC=1)C>>[Cl:1][C:2]1[CH:7]=[CH:6][C:5]([CH2:4][CH2:8][CH2:9][CH2:10][N:11]([C@H:25]2[CH2:30][CH2:29][C@H:28]([CH3:31])[CH2:27][CH2:26]2)[C:12](=[O:24])[NH:13][C:14]2[S:15][C:16]([S:19][CH2:20][C:21]([OH:23])=[O:22])=[CH:17][N:18]=2)=[CH:33][CH:3]=1. Procedure details: The compound was prepared following an analogous procedure to the one described for the synthesis of {2-[-3-[3-(3-chloro-phenyl)-propyl]-3-(trans-4-methyl-cyclohexyl)-ureido]-thiazol-5-ylsulfanyl}-acetic acid using 4-(4-chloro-phenyl)-butyric acid and (2-aminothiazol-5-ylsulfanyl)acetic acid ethyl ester. Reactants: COCCCNC(NC1=C(C(=NS1)C1=CC=C(C=C1)[N+](=O)[O-])C(=O)N)=O (5-(3-(3-methoxypropyl)ureido)-3-(4-nitrophenyl)isothiazole-4-carboxamide), [H][H] (hydrogen). The solvent is CO (MeOH). Reaction conditions: time 17 hour. The product is NC1=CC=C(C=C1)C1=NSC(=C1C(=O)N)NC(=O)NCCCOC (3-(4-aminophenyl)-5-({[(3-methoxypropyl)amino]carbonyl}amino)isothiazole-4-carboxamide). RXN SMILES: [CH3:1][O:2][CH2:3][CH2:4][CH2:5][NH:6][C:7](=[O:26])[NH:8][C:9]1[S:13][N:12]=[C:11]([C:14]2[CH:19]=[CH:18][C:17]([N+:20]([O-])=O)=[CH:16][CH:15]=2)[C:10]=1[C:23]([NH2:25])=[O:24].[H][H]>CO.[Pt]=O>[NH2:20][C:17]1[CH:18]=[CH:19][C:14]([C:11]2[C:10]([C:23]([NH2:25])=[O:24])=[C:9]([NH:8][C:7]([NH:6][CH2:5][CH2:4][CH2:3][O:2][CH3:1])=[O:26])[S:13][N:12]=2)=[CH:15][CH:16]=1. Procedure details: A mixture of 5-(3-(3-methoxypropyl)ureido)-3-(4-nitrophenyl)isothiazole-4-carboxamide (4 mg, 0.009 mmol) and catalytic platinum oxide in 4 mL MeOH was hydrogenated under 60 PSI hydrogen. After 17 hours, the mixture was filtered and rotary evaporated to a white solid. The solid was partitioned between EtOAc and aqueous NaHCO3 solution, the EtOAc layer dried with anhydrous Na2SO4 and evaporated to the title compound as a white solid (2 mg, 66%). Reagents/catalysts: [Pt]=O (platinum oxide). Starting materials: O([K])C(C)(C)C (KO-tBu), BrC1=CC(=C(C=C1)N)C#CCCN1C(CCC1)C (4-bromo-2-[4-(2-methyl-pyrrolidin-1-yl)-but-1-ynyl]-phenylamine). Solvent: CN1CCCC1=O (NMP), CN1CCCC1=O (NMP). Run at time 3 hour. Yields the product BrC=1C=C2C=C(NC2=CC1)CCN1[C@@H](CCC1)C (5-Bromo-2-[2-(2-(R)-methyl-pyrrolidin-1-yl)-ethyl]-1H-indole). The yield is 61.2%. Reaction SMILES: O(C(C)(C)C)[K].[Br:7][C:8]1[CH:13]=[CH:12][C:11]([NH2:14])=[C:10]([C:15]#[C:16][CH2:17][CH2:18][N:19]2[CH2:23][CH2:22][CH2:21][CH:20]2[CH3:24])[CH:9]=1>CN1C(=O)CCC1>[Br:7][C:8]1[CH:9]=[C:10]2[C:11](=[CH:12][CH:13]=1)[NH:14][C:16]([CH2:17][CH2:18][N:19]1[CH2:23][CH2:22][CH2:21][C@H:20]1[CH3:24])=[CH:15]2. Reported procedure: To a cooled (0° C.) suspension of KO-tBu (95%, 7.8 g, 66 mmol) in NMP (150 mL) was added a solution of 4-bromo-2-[4-(2-methyl-pyrrolidin-1-yl)-but-1-ynyl]-phenylamine (10 g, 33 mmol) in NMP (50 mL) dropwise keeping the temperature below 5° C. The resulting mixture was then stirred at room temperature for 3 hours under nitrogen. HPLC indicated that all the starting material was consumed. H2O (400 mL) was added slowly to the reaction mixture followed by addition of IPAc (500 mL). The resulting mix... Starting materials: [N-]=[N+]=[N-].[Na+] (sodium azide), C1(=CC=CC=C1)P(C1=CC=CC=C1)C1=CC=CC=C1 (triphenylphosphine), C=1C=CC2=C(C1)C=3C=CN=CC3N2 (norharman), [H-].[Na+] (sodium hydride), ClCCN(C(C1=CC=CC=C1)(C1=CC=CC=C1)C1=CC=CC=C1)CCCl (bis(2-chloroethyl)(triphenylmethyl)amine). Solvent: C1(=CC=CC=C1)C (toluene), CN(C=O)C (N,N-dimethylformamide). Conditions: time 30 minute. Yields the product NCCN(CCN1C2=C(C3=CC=CC=C13)C=CN=C2)C(C2=CC=CC=C2)(C2=CC=CC=C2)C2=CC=CC=C2 (9-[2-[2-aminoethyl(triphenylmethyl)amino]ethyl]-9H-pyrido[3,4-b]indole). Yield: 20.5%. As a reaction SMILES: [CH:1]1[CH:2]=[CH:3][C:4]2[NH:13][C:12]3[CH:11]=[N:10][CH:9]=[CH:8][C:7]=3[C:5]=2[CH:6]=1.[H-].[Na+].Cl[CH2:17][CH2:18][N:19]([CH2:39][CH2:40]Cl)[C:20]([C:33]1[CH:38]=[CH:37][CH:36]=[CH:35][CH:34]=1)([C:27]1[CH:32]=[CH:31][CH:30]=[CH:29][CH:28]=1)[C:21]1[CH:26]=[CH:25][CH:24]=[CH:23][CH:22]=1.[N-:42]=[N+]=[N-].[Na+].C1(P(C2C=CC=CC=2)C2C=CC=CC=2)C=CC=CC=1>CN(C)C=O.C1(C)C=CC=CC=1>[NH2:42][CH2:17][CH2:18][N:19]([C:20]([C:33]1[CH:38]=[CH:37][CH:36]=[CH:35][CH:34]=1)([C:27]1[CH:32]=[CH:31][CH:30]=[CH:29][CH:28]=1)[C:21]1[CH:26]=[CH:25][CH:24]=[CH:23][CH:22]=1)[CH2:39][CH2:40][N:13]1[C:4]2[C:5](=[CH:6][CH:1]=[CH:2][CH:3]=2)[C:7]2[CH:8]=[CH:9][N:10]=[CH:11][C:12]1=2 |f:1.2,4.5|. Reported procedure: To a solution of 506 mg (3.01 mmol) of norharman in N,N-dimethylformamide (15 ml) was added 132 mg (3.3 mmol) of sodium hydride in small portions under ice cooling, followed by stirring at room temperature for 30 minutes. To the reaction mixture was added 3.84 g (10 mmol) of bis(2-chloroethyl)(triphenylmethyl)amine and the mixture was reacted at 110° C. for 3 hours. Then, 650 mg (10 mmol) of sodium azide was added, followed by reaction at 100° C. for 2 hours. After cooling to room temperature, t...